The task is: describe an organic reaction: reactants, conditions, products, and yield. This data is from the Open Reaction Database (ORD), a public repository of structured organic reaction records. Reactants: C1=C(C=CC2=CC=CC=C12)O (β-naphthol), [OH-].[Na+] (caustic soda), [OH-].[K+] (caustic potash), C(=O)=O (carbon dioxide). Reaction conditions: temperature 260 celsius, time 30 minute. The product is OC1=CC2=CC=CC=C2C=C1C(=O)O (2-hydroxynaphthalene-3-carboxylic acid). As a reaction SMILES: [CH:1]1[C:10]2[C:5](=[CH:6][CH:7]=[CH:8][CH:9]=2)[CH:4]=[CH:3][C:2]=1[OH:11].[OH-].[Na+].[OH-].[K+].[C:16](=[O:18])=[O:17]>>[OH:11][C:2]1[C:3]([C:16]([OH:18])=[O:17])=[CH:4][C:5]2[C:10](=[CH:9][CH:8]=[CH:7][CH:6]=2)[CH:1]=1 |f:1.2,3.4|. Procedure details: A stirred autoclave is charged with 1220 parts of β-naphthol, 608 parts of aqueous caustic soda solution (50% by weight) and 27 parts of aqueous caustic potash solution (85% by weight). The mixture is well mixed under nitrogen, heated to an internal temperature of 260° C and kept for 30 minutes at this temperature. The dehydration is then practically complete. Carboxylation is carried on for 3 hours at a temperature of 260° C with dry carbon dioxide at a pressure of 7 atmospheres. The absorption... The reactants are CCOC(=O)Cc1ccc(Oc2ccc3c(cc(C)n3C)c2[N+](=O)[O-])c(OC)c1, CCOC(C)=O, Cl, O, O, Cl[Sn](Cl)(Cl)Cl. Yields the product CCOC(=O)Cc1ccc(Oc2ccc3c(cc(C)n3C)c2N)c(OC)c1. Reaction SMILES: [CH3:1][n:2]1[c:3]([CH3:29])[cH:4][c:5]2[c:6]([N+:26]([O-:27])=[O:28])[c:7]([O:11][c:12]3[c:13]([O:24][CH3:25])[cH:14][c:15]([CH2:18][C:19](=[O:20])[O:21][CH2:22][CH3:23])[cH:16][cH:17]3)[cH:8][cH:9][c:10]12.[CH3:38][CH2:39][O:40][C:41](=[O:42])[CH3:43].[ClH:37].[OH2:30].[OH2:31].[Sn:32]([Cl:33])([Cl:34])([Cl:35])[Cl:36]>>[CH3:1][n:2]1[c:3]([CH3:29])[cH:4][c:5]2[c:6]([NH2:26])[c:7]([O:11][c:12]3[c:13]([O:24][CH3:25])[cH:14][c:15]([CH2:18][C:19](=[O:20])[O:21][CH2:22][CH3:23])[cH:16][cH:17]3)[cH:8][cH:9][c:10]12. Reactants: ClC=1C(=CC(=C(N)C1)[N+](=O)[O-])C1=CC=C(C=C1)F (5-chloro-4-(4-fluorophenyl)-2-nitroaniline), Cl (hydrogen chloride). The reagents and catalysts are [Zn] (Zn). Solvent: C(C)O (ethanol). Run at temperature 85 celsius, time 3 hour. The product is ClC=1C=C(C(=CC1C1=CC=C(C=C1)F)N)N (4-chloro-5-(4-fluorophenyl)benzene-1,2-diamine). The yield is 68.7%. Reaction SMILES: [Cl:1][C:2]1[C:3]([C:12]2[CH:17]=[CH:16][C:15]([F:18])=[CH:14][CH:13]=2)=[CH:4][C:5]([N+:9]([O-])=O)=[C:6]([CH:8]=1)[NH2:7].Cl>C(O)C.[Zn]>[Cl:1][C:2]1[CH:8]=[C:6]([NH2:7])[C:5]([NH2:9])=[CH:4][C:3]=1[C:12]1[CH:13]=[CH:14][C:15]([F:18])=[CH:16][CH:17]=1. Reported procedure: To a solution of 5-chloro-4-iodo-2-nitroaniline (5 g, 16.75 mmol) in dioxane (200 ml) was added (4-fluorophenyl)boronic acid (4.7 g, 33.59 mmol), water (20 ml), K3PO4 (7 g, 32.98 mmol), Pd(PPh3)4 (924 mg, 0.80 mmol) with an inert atmosphere of nitrogen. The resulting solution was stirred for 8 h at 95° C. and then concentrated under reduced pressure to give a residue, which was purified by a silica gel column with 5% to 20% ethyl acetate in petroleum ether to produce 5-chloro-4-(4-fluorophenyl)-... Starting materials: BrCCCCCBr, O=C([O-])[O-], CCCc1c(OCCCC(=O)OCC)ccc(C(C)=O)c1O, CC(C)=O, [K+], [K+]. Product: CCCc1c(OCCCC(=O)OCC)ccc(C(C)=O)c1OCCCCCBr. RXN SMILES: [Br:23][CH2:24][CH2:25][CH2:26][CH2:27][CH2:28][Br:29].[C:30](=[O:31])([O-:32])[O-:33].[CH2:1]([CH3:2])[O:3][C:4]([CH2:5][CH2:6][CH2:7][O:8][c:9]1[c:10]([CH2:19][CH2:20][CH3:21])[c:11]([OH:18])[c:12]([C:15]([CH3:16])=[O:17])[cH:13][cH:14]1)=[O:22].[CH3:36][C:37](=[O:38])[CH3:39].[K+:34].[K+:35]>>[CH2:1]([CH3:2])[O:3][C:4]([CH2:5][CH2:6][CH2:7][O:8][c:9]1[c:10]([CH2:19][CH2:20][CH3:21])[c:11]([O:18][CH2:28][CH2:27][CH2:26][CH2:25][CH2:24][Br:23])[c:12]([C:15]([CH3:16])=[O:17])[cH:13][cH:14]1)=[O:22].